Task: describe an organic reaction: reactants, conditions, products, and yield. Dataset: the Open Reaction Database (ORD), a public repository of structured organic reaction records Reactants: styrene-maleic anhydride copolymer, polyoxypropylene glycol, [OH-].[Na+] (sodium hydroxide), C(C1=CC(O)=C(O)C(O)=C1)(=O)OCCCCCCCCCCCC (dodecyl gallate), N1=C(N)N=C(N)N=C1N (melamine), C=O (formaldehyde), epoxy acrylate, [OH-].[Na+] (sodium hydroxide), 10, C(C)OC(C(C1=CC=CC=C1)=O)C1=CC=CC=C1 (benzoin ethyl ether). Run in O (water). Run at temperature 60 celsius, time 15 minute. Yields the product C=O.N1=C(N)N=C(N)N=C1N (melamine-formaldehyde). Reaction SMILES: [OH-].[Na+].C(OCCCCCCCCCCCC)(=O)C1C=C(O)C(O)=[C:6]([OH:7])C=1.C(OC(C1C=CC=CC=1)C(=O)C1C=CC=CC=1)C.[N:45]1[C:52]([NH2:53])=[N:51][C:49]([NH2:50])=[N:48][C:46]=1[NH2:47].C=O>O>[CH2:6]=[O:7].[N:45]1[C:52]([NH2:53])=[N:51][C:49]([NH2:50])=[N:48][C:46]=1[NH2:47] |f:0.1,7.8|. Procedure details: To 100 parts of an aqueous solution of pH 4.0 containing 5% of a styrene-maleic anhydride copolymer and a small amount of sodium hydroxide was added a mixed solution consisting of 10 parts of dodecyl gallate, 30 parts of a polyoxypropylene glycol monoether, 0.3 part of benzoin ethyl ether and 59.7 parts of an epoxy acrylate type photocurable resin (brand name: RIPOXY, manufactured by Showa Highpolymer Co., Ltd.), and they were emulsified. 10 parts of melamine, 25 parts of a 37% aqueous formaldeh... Starting materials: Cl.N1(CCNCC1)C(CC1=CC=C(C=C1)N1N=NN=C1)=O (1-(Piperazin-1-yl)-2-[4-(1H-tetrazol-1-yl)phenyl]ethanone hydrochloride), COC1=C(C#N)C=CC(=C1)CC=C (2-Methoxy-4-(prop-2-en-1-yl)benzonitrile), C(#N)[BH3-].[Na+] (sodium cyanoborohydride). The reagents and catalysts are C(C)(=O)O (acetic acid). The solvent is CO (methanol). Conditions: temperature -78 celsius, time 2 hour. The product is COC1=C(C#N)C=CC(=C1)CCN1CCN(CC1)C(CC1=CC=C(C=C1)N1N=NN=C1)=O (2-methoxy-4-[2-(4-{[4-(1H-tetrazol-1-yl)phenyl]acetyl}piperazin-1-yl)ethyl]benzonitrile). Reaction SMILES: [CH3:1][O:2][C:3]1[CH:10]=[C:9]([CH2:11][CH:12]=C)[CH:8]=[CH:7][C:4]=1[C:5]#[N:6].Cl.[N:15]1([C:21](=[O:34])[CH2:22][C:23]2[CH:28]=[CH:27][C:26]([N:29]3[CH:33]=[N:32][N:31]=[N:30]3)=[CH:25][CH:24]=2)[CH2:20][CH2:19][NH:18][CH2:17][CH2:16]1.C([BH3-])#N.[Na+]>CO.C(O)(=O)C>[CH3:1][O:2][C:3]1[CH:10]=[C:9]([CH2:11][CH2:12][N:18]2[CH2:17][CH2:16][N:15]([C:21](=[O:34])[CH2:22][C:23]3[CH:24]=[CH:25][C:26]([N:29]4[CH:33]=[N:32][N:31]=[N:30]4)=[CH:27][CH:28]=3)[CH2:20][CH2:19]2)[CH:8]=[CH:7][C:4]=1[C:5]#[N:6] |f:1.2,3.4|. Procedure details: 2-Methoxy-4-(prop-2-en-1-yl)benzonitrile (100 mg, 0.577 mmol) was dissolved in methanol (13 mL) and the resulting solution was cooled to −78° C. Ozone was bubbled through the solution until a blue color appeared (˜15 minutes). 1-(Piperazin-1-yl)-2-[4-(1H-tetrazol-1-yl)phenyl]ethanone hydrochloride (178 mg, 0.577 mmol) was added, followed by sodium cyanoborohydride (363 mg, 5.77 mmol). After stirring the reaction mixture for ˜5 minutes 3 drops of acetic acid were added and the mixture was permitt... Reactants: CNC (dimethylamine), CN(C(=O)N)C (N,N-dimethylurea), NC1=CC=CC=C1 (aniline), CNC (dimethylamine), ClC1=C(C=C(C=C1)Cl)Cl (1,2,4-trichlorobenzene). Run at temperature 205 celsius, time 5.5 hour. Yields the product C1(=CC=CC=C1)NC(=O)N(C)C (N-phenyl-N',N'-dimethylurea). As a reaction SMILES: [CH3:1][N:2]([CH3:6])[C:3]([NH2:5])=[O:4].N[C:8]1[CH:13]=[CH:12][CH:11]=[CH:10][CH:9]=1.ClC1C=CC(Cl)=CC=1Cl.CNC>>[C:8]1([NH:5][C:3]([N:2]([CH3:6])[CH3:1])=[O:4])[CH:13]=[CH:12][CH:11]=[CH:10][CH:9]=1. Procedure details: 3.35 g (0.038 mol) of N,N-dimethylurea and 2.33 g (0.025 mol) of aniline were added with stirring into 28 ml of 1,2,4-trichlorobenzene. The reaction mixture was slowly heated to 205° C., dimethylamine being passed in from 60° C. After 5.5 hours, 11.8 g (0.27 mol) of dimethylamine had been passed in and the reaction was complete. The reaction mixture was cooled to room temperature, whereupon a precipitate deposited. The precipitate was filtered off, washed with 1,2,4-trichlorobenzene, dried and t... The reactants are C1CCOC1, C=CC(C)=O, [F-], [K+], C[N+](=O)[O-]. Product: CC(=O)CCC[N+](=O)[O-]. As a reaction SMILES: [CH2:12]1[O:13][CH2:14][CH2:15][CH2:16]1.[CH:1](=[CH2:2])[C:3](=[O:4])[CH3:5].[F-:10].[K+:11].[N+:6](=[O:7])([O-:8])[CH3:9]>>[CH2:1]([CH2:2][CH2:9][N+:6](=[O:7])[O-:8])[C:3](=[O:4])[CH3:5].